From a dataset of the Open Reaction Database (ORD), a public repository of structured organic reaction records. describe an organic reaction: reactants, conditions, products, and yield Reactants: CS(=O)(=O)C1=CC=C(C=C1)C1=C(C2=CC=CC=CC2=C1)C1=CC=CC=C1 (2-(4-methylsulfonylphenyl)-1-phenylazulene), ClN1C(CCC1=O)=O (N-chlorosuccinimide). Run in C(Cl)(Cl)(Cl)Cl (CCl4). Yields the product ClC1=C(C(=C2C=CC=CC=C12)C1=CC=CC=C1)C1=CC=C(C=C1)S(=O)(=O)C (1-Chloro-2-(4-methylsulfonylphenyl)-3-phenylazulene). Yield: 45.6%. As a reaction SMILES: [CH3:1][S:2]([C:5]1[CH:10]=[CH:9][C:8]([C:11]2[CH:20]=[C:19]3[C:13](=[CH:14][CH:15]=[CH:16][CH:17]=[CH:18]3)[C:12]=2[C:21]2[CH:26]=[CH:25][CH:24]=[CH:23][CH:22]=2)=[CH:7][CH:6]=1)(=[O:4])=[O:3].[Cl:27]N1C(=O)CCC1=O>C(Cl)(Cl)(Cl)Cl>[Cl:27][C:20]1[C:19]2[C:13]([CH:14]=[CH:15][CH:16]=[CH:17][CH:18]=2)=[C:12]([C:21]2[CH:26]=[CH:25][CH:24]=[CH:23][CH:22]=2)[C:11]=1[C:8]1[CH:7]=[CH:6][C:5]([S:2]([CH3:1])(=[O:3])=[O:4])=[CH:10][CH:9]=1. Procedure details: To a solution of 2-(4-methylsulfonylphenyl)-1-phenylazulene (0.20 g) in CCl4 (10.0 ml) was added N-chlorosuccinimide (0.08 g) and α,α'-azobis(isobuthyronitrile) (0.01 g), and the reaction mixture was heated under reflux for 1 hr. The mixture was filtered, and concentrated. The crude product was purified by SiO2 column chromatography (benzene/EtOAc, 20:1) to give the title compound (0.10 g) as green crystals; mp 140°-142° C. Starting materials: [BH3-]C#N, CCCCCCCCCCCCCCOc1ccc(N)cc1, CO, CO, Cl, [K+], [Na+], [OH-], O, O=Cc1cccnc1. The product is CCCCCCCCCCCCCCOc1ccc(NCc2cccnc2)cc1. RXN SMILES: [C:34]([BH3-:35])#[N:36].[CH2:1]([CH2:2][CH2:3][CH2:4][CH2:5][CH2:6][CH2:7][CH2:8][CH2:9][CH2:10][CH2:11][CH2:12][CH2:13][CH3:14])[O:15][c:16]1[cH:17][cH:18][c:19]([NH2:20])[cH:21][cH:22]1.[CH3:23][OH:24].[CH3:41][OH:42].[ClH:25].[K+:39].[Na+:37].[OH-:38].[OH2:40].[n:26]1[cH:27][c:28]([CH:32]=[O:33])[cH:29][cH:30][cH:31]1>>[CH2:1]([CH2:2][CH2:3][CH2:4][CH2:5][CH2:6][CH2:7][CH2:8][CH2:9][CH2:10][CH2:11][CH2:12][CH2:13][CH3:14])[O:15][c:16]1[cH:17][cH:18][c:19]([NH:20][CH2:32][c:28]2[cH:27][n:26][cH:31][cH:30][cH:29]2)[cH:21][cH:22]1. Reactants: COc1ccc(N(C(=O)CBr)C(C)C)cc1, O=C([O-])[O-], [I-], [K+], [K+], [K+], CN(C)C=O, Nc1ccccc1Nc1ncccn1. Product: COc1ccc(N(C(=O)CNc2ccccc2Nc2ncccn2)C(C)C)cc1. Reaction SMILES: [Br:23][CH2:24][C:25](=[O:26])[N:27]([c:28]1[cH:29][cH:30][c:31]([O:34][CH3:35])[cH:32][cH:33]1)[CH:36]([CH3:37])[CH3:38].[C:15](=[O:16])([O-:17])[O-:18].[I-:22].[K+:19].[K+:20].[K+:21].[O:39]=[CH:40][N:41]([CH3:42])[CH3:43].[n:1]1[c:2]([NH:7][c:8]2[c:9]([NH2:14])[cH:10][cH:11][cH:12][cH:13]2)[n:3][cH:4][cH:5][cH:6]1>>[n:1]1[c:2]([NH:7][c:8]2[c:9]([NH:14][CH2:24][C:25](=[O:26])[N:27]([c:28]3[cH:29][cH:30][c:31]([O:34][CH3:35])[cH:32][cH:33]3)[CH:36]([CH3:37])[CH3:38])[cH:10][cH:11][cH:12][cH:13]2)[n:3][cH:4][cH:5][cH:6]1.